This data is from the Open Reaction Database (ORD), a public repository of structured organic reaction records. The task is: describe an organic reaction: reactants, conditions, products, and yield The reactants are BrCCOCc1ccccc1, [H-], [Na+], CN(C)C=O, O=C1COCCN1, O. The product is O=C1COCCN1CCOCc1ccccc1. Reaction SMILES: [Br:10][CH2:11][CH2:12][O:13][CH2:14][c:15]1[cH:16][cH:17][cH:18][cH:19][cH:20]1.[H-:2].[Na+:1].[O:21]=[CH:22][N:23]([CH3:24])[CH3:25].[O:3]1[CH2:4][C:5](=[O:9])[NH:6][CH2:7][CH2:8]1.[OH2:26]>>[O:3]1[CH2:4][C:5](=[O:9])[N:6]([CH2:11][CH2:12][O:13][CH2:14][c:15]2[cH:16][cH:17][cH:18][cH:19][cH:20]2)[CH2:7][CH2:8]1. Reactants: C(#N)CC(=O)N (Cyanoacetamide), Example 1, ice, C[O-].[Na+] (sodium methoxide), CN(C)C=NC=[N+](C)C.[Cl-] (Gold's reagent). The solvent is C(OC)COC (dimethoxyethane). Reaction conditions: time 8 hour. Product: C(#N)C=1C=NC(=NC1)O (5-cyanopyrimidinol). Reaction SMILES: [C:1]([CH2:3][C:4]([NH2:6])=O)#[N:2].C[O-:8].[Na+].[CH3:10][N:11]([CH:13]=NC=[N+](C)C)C.[Cl-]>C(COC)OC>[C:1]([C:3]1[CH:10]=[N:11][C:13]([OH:8])=[N:6][CH:4]=1)#[N:2] |f:1.2,3.4|. Reported procedure: Cyanoacetamide (8.58 g, 0.10 mol) was added to an initial charge of sodium methoxide (54.02 g, 0.30 mol, 29% in methanol). 150 ml of dimethoxyethane were added. The solid Gold's reagent prepared as in Example 1 (18.08 g, 0.11 mol) was then added using a spatula. The suspension was then stirred overnight at room temperature. The yellow suspension was poured on to an aqueous, ice-cold hydrochloric acid solution (2 eq. of HCl) and adjusted to pH 5.5. After the organic solvents had been evaporated o... Reactants: C1(CC1)C1=CC(=C(C=C1)[N+](=O)[O-])F (4-Cyclopropyl-2-fluoro-1-nitrobenzene), [Cl-].[NH4+] (ammonium chloride). The reagents and catalysts are [Fe] (iron). Solvent: C(C)O.C1CCOC1.O (ethanol THF water). Reaction conditions: temperature 90 celsius, time 1 hour. Product: C1(CC1)C1=CC(=C(N)C=C1)F (4-cyclopropyl-2-fluoroaniline). The yield is 103.5%. As a reaction SMILES: [CH:1]1([C:4]2[CH:9]=[CH:8][C:7]([N+:10]([O-])=O)=[C:6]([F:13])[CH:5]=2)[CH2:3][CH2:2]1.[Cl-].[NH4+]>C(O)C.C1COCC1.O.[Fe]>[CH:1]1([C:4]2[CH:9]=[CH:8][C:7]([NH2:10])=[C:6]([F:13])[CH:5]=2)[CH2:3][CH2:2]1 |f:1.2,3.4.5|. Reported procedure: 4-Cyclopropyl-2-fluoro-1-nitrobenzene (prepared as described in General Procedure 1.2C) (2.2 g, 12.14 mmol) was dissolved in 7 mL of an ethanol:THF:water 3:3:1 (v/v) mixture. To this was added ammonium chloride (1.02 g, 19.07 mmol) followed by iron powder (3.50 g, 62.7 mmol). The resulting mixture was heated in a 90° C. oil bath under a nitrogen atmosphere with rapid stirring for one hour. The reaction mixture was vacuum filtered through a sand and diatomaceous earth plug. The filtrate was conce...